Dataset: the Open Reaction Database (ORD), a public repository of structured organic reaction records. Task: describe an organic reaction: reactants, conditions, products, and yield Starting materials: C(CC)NC(=O)C1(C2=CC=CC=C2C=2C=CC=CC12)CCCCBr (9-(4-bromo-butyl)-9H-fluorene-9-carboxylic acid-(propyl)-amide), N1(CCNCC1)C1=NC2=CC=CC=C2C=C1 (2-(piperazin-1-yl)-quinoline). The product is C(CC)NC(=O)C1(C2=CC=CC=C2C=2C=CC=CC12)CCCCN1CCN(CC1)C1=NC2=CC=CC=C2C=C1 (9-[4-(4-quinolin-2-yl-piperazin-1-yl)-butyl]-9H-fluorene-9-carboxylic acid-(propyl)-amide). Reaction SMILES: [CH2:1]([NH:4][C:5]([C:7]1([CH2:20][CH2:21][CH2:22][CH2:23]Br)[C:19]2[CH:18]=[CH:17][CH:16]=[CH:15][C:14]=2[C:13]2[C:8]1=[CH:9][CH:10]=[CH:11][CH:12]=2)=[O:6])[CH2:2][CH3:3].[N:25]1([C:31]2[CH:40]=[CH:39][C:38]3[C:33](=[CH:34][CH:35]=[CH:36][CH:37]=3)[N:32]=2)[CH2:30][CH2:29][NH:28][CH2:27][CH2:26]1>>[CH2:1]([NH:4][C:5]([C:7]1([CH2:20][CH2:21][CH2:22][CH2:23][N:28]2[CH2:29][CH2:30][N:25]([C:31]3[CH:40]=[CH:39][C:38]4[C:33](=[CH:34][CH:35]=[CH:36][CH:37]=4)[N:32]=3)[CH2:26][CH2:27]2)[C:19]2[CH:18]=[CH:17][CH:16]=[CH:15][C:14]=2[C:13]2[C:8]1=[CH:9][CH:10]=[CH:11][CH:12]=2)=[O:6])[CH2:2][CH3:3]. Procedure details: Prepared analogously to Example 2b from 9-(4-bromo-butyl)-9H-fluorene-9-carboxylic acid-(propyl)-amide and 2-(piperazin-1-yl)-quinoline. Starting materials: OC1=C(C=CC=C1)NC(=O)C1=C(SC(=C1C)C)Br (N-(2-hydroxyphenyl)-2-bromo-4,5-dimethyl-3-thiophenecarboxamide), C([O-])([O-])=O.[K+].[K+] (potassium carbonate), O.C(C)(=O)OCC (water ethyl acetate). Run in CSC (dimethyl sulfide). Reaction conditions: temperature 165 celsius, time 20 minute. Yields the product CC1=C(C2=C(OC3=C(NC2=O)C=CC=C3)S1)C (2,3-dimethylthieno[2,3-b][1,5]benzoxazepin-4(5H)-one). The yield is 56.4%. RXN SMILES: [OH:1][C:2]1[CH:7]=[CH:6][CH:5]=[CH:4][C:3]=1[NH:8][C:9]([C:11]1[C:15]([CH3:16])=[C:14]([CH3:17])[S:13][C:12]=1Br)=[O:10].C(=O)([O-])[O-].[K+].[K+].O.C(OCC)(=O)C>CSC>[CH3:17][C:14]1[S:13][C:12]2[O:1][C:2]3[CH:7]=[CH:6][CH:5]=[CH:4][C:3]=3[NH:8][C:9](=[O:10])[C:11]=2[C:15]=1[CH3:16] |f:1.2.3,4.5|. Procedure details: To a solution of N-(2-hydroxyphenyl)-2-bromo-4,5-dimethyl-3-thiophenecarboxamide (3.3 g) in dimethyl sulfide (50 ml) was added potassium carbonate (2.8 g) and the mixture was stirred at 160-170° C. for 20 minutes. The reaction system was cooled to room temperature and the reaction mixture was poured into water-ethyl acetate. The insoluble matter was filtrated and the filtrate was extracted with ethyl acetate, washed with water and dried over magnesium sulfate. The solvent was evaporated under re... Starting materials: C(C)(C)(C)OC(=O)N1C(OC[C@@H]1CC1(CC1)CO)(C)C (3-tert-butoxycarbonyl-2,2-dimethyl-4(S)-[(1-hydroxymethylcyclopropyl)methyl]-1,3-oxazolidine), S(=O)(=O)(O)[O-].[K+] (potassium hydrogen sulfate), CS(=O)C (dimethylsulfoxide), C(C(=O)Cl)(=O)Cl (oxalyl chloride). The solvent is C(Cl)Cl (methylene chloride), C(Cl)Cl (methylene chloride), C(Cl)Cl (methylene chloride), C(C)N(CC)CC (triethylamine). Reaction conditions: time 10 minute. Yields the product C(C)(C)(C)OC(=O)N1C(OC[C@@H]1CC1(CC1)C=O)(C)C (3-Tert-butoxycarbonyl-2,2-dimethyl-4(S)-[(1-formylcyclopropyl)methyl]-1,3-oxazolidine), crude product. As a reaction SMILES: CS(C)=O.C(Cl)(=O)C(Cl)=O.[C:11]([O:15][C:16]([N:18]1[C@@H:22]([CH2:23][C:24]2([CH2:27][OH:28])[CH2:26][CH2:25]2)[CH2:21][O:20][C:19]1([CH3:30])[CH3:29])=[O:17])([CH3:14])([CH3:13])[CH3:12].S([O-])(O)(=O)=O.[K+]>C(Cl)Cl.C(N(CC)CC)C>[C:11]([O:15][C:16]([N:18]1[C@@H:22]([CH2:23][C:24]2([CH:27]=[O:28])[CH2:26][CH2:25]2)[CH2:21][O:20][C:19]1([CH3:30])[CH3:29])=[O:17])([CH3:13])([CH3:14])[CH3:12] |f:3.4|. Reported procedure: 11.1 ml of dimethylsulfoxide in 150 ml of methylene chloride are added dropwise to a solution of 10.1 ml of oxalyl chloride in 130 ml of methylene chloride at -60° C. When the addition has ended, the mixture is subsequently stirred for a further 10 min, a solution of 22.3 g of 3-tert-butoxycarbonyl-2,2-dimethyl-4(S)-[(1-hydroxymethylcyclopropyl)methyl]-1,3-oxazolidine in 270 ml of methylene chloride is then added at -60° C. in the course of 20 min and the mixture is stirred for a further 30 min.... Starting materials: Nc1ncccc1[N+](=O)[O-], O=[N+]([O-])O, O=S(=O)(O)O. The product is Nc1ncc([N+](=O)[O-])cc1[N+](=O)[O-]. Reaction SMILES: [NH2:1][c:2]1[n:3][cH:4][cH:5][cH:6][c:7]1[N+:8](=[O:9])[O-:10].[OH:11][N+:12]([O-:13])=[O:14].[S:15](=[O:16])(=[O:17])([OH:18])[OH:19]>>[NH2:1][c:2]1[n:3][cH:4][c:5]([N+:12](=[O:11])[O-:13])[cH:6][c:7]1[N+:8](=[O:9])[O-:10]. As a reaction SMILES: [C:1]([CH3:2])(=[O:3])[O:4][CH:5]1[CH:6]([c:24]2[cH:25][c:26]([CH2:31][c:32]3[s:33][c:34]([Cl:37])[cH:35][cH:36]3)[c:27]([CH3:30])[cH:28][cH:29]2)[O:7][CH:8]([CH2:19][O:20][C:21]([CH3:22])=[O:23])[CH:9]([O:15][C:16]([CH3:17])=[O:18])[CH:10]1[O:11][C:12]([CH3:13])=[O:14].[CH:59](=[CH:60][C:61]([CH:62]=[CH:63][c:64]1[cH:65][cH:66][cH:67][cH:68][cH:69]1)=[O:70])[c:71]1[cH:72][cH:73][cH:74][cH:75][cH:76]1.[CH:77](=[CH:78][C:79]([CH:80]=[CH:81][c:82]1[cH:83][cH:84][cH:85][cH:86][cH:87]1)=[O:88])[c:89]1[cH:90][cH:91][cH:92][cH:93][cH:94]1.[CH:95](=[CH:96][C:97]([CH:98]=[CH:99][c:100]1[cH:101][cH:102][cH:103][cH:104][cH:105]1)=[O:106])[c:107]1[cH:108][cH:109][cH:110][cH:111][cH:112]1.[Cl-:50].[F-:48].[F:38][c:39]1[cH:40][cH:41][c:42]([B:45]([OH:46])[OH:47])[cH:43][n:44]1.[K+:49].[NH4+:51].[O:52]1[CH2:53][CH2:54][CH2:55][CH2:56]1.[Pd:57].[Pd:58]>>[C:1]([CH3:2])(=[O:3])[O:4][CH:5]1[CH:6]([c:24]2[cH:25][c:26]([CH2:31][c:32]3[s:33][c:34](-[c:42]4[cH:41][cH:40][c:39]([F:38])[n:44][cH:43]4)[cH:35][cH:36]3)[c:27]([CH3:30])[cH:28][cH:29]2)[O:7][CH:8]([CH2:19][O:20][C:21]([CH3:22])=[O:23])[CH:9]([O:15][C:16]([CH3:17])=[O:18])[CH:10]1[O:11][C:12]([CH3:13])=[O:14]. The product is CC(=O)OCC1OC(c2ccc(C)c(Cc3ccc(-c4ccc(F)nc4)s3)c2)C(OC(C)=O)C(OC(C)=O)C1OC(C)=O. The reactants are CC(=O)OCC1OC(c2ccc(C)c(Cc3ccc(Cl)s3)c2)C(OC(C)=O)C(OC(C)=O)C1OC(C)=O, O=C(C=Cc1ccccc1)C=Cc1ccccc1, O=C(C=Cc1ccccc1)C=Cc1ccccc1, O=C(C=Cc1ccccc1)C=Cc1ccccc1, [Cl-], [F-], OB(O)c1ccc(F)nc1, [K+], [NH4+], C1CCOC1, [Pd], [Pd]. The reactants are COCCOc1cc2c(O)nc(Nc3cc(C)[nH]n3)cc2cc1OC, O=P(Cl)(Cl)Cl. The product is COCCOc1cc2c(Cl)nc(Nc3cc(C)[nH]n3)cc2cc1OC. Reaction SMILES: [CH3:1][O:2][c:3]1[cH:4][c:5]2[cH:6][c:7]([NH:19][c:20]3[n:21][nH:22][c:23]([CH3:25])[cH:24]3)[n:8][c:9]([OH:18])[c:10]2[cH:11][c:12]1[O:13][CH2:14][CH2:15][O:16][CH3:17].[P:26]([Cl:27])([Cl:28])([Cl:29])=[O:30]>>[CH3:1][O:2][c:3]1[cH:4][c:5]2[cH:6][c:7]([NH:19][c:20]3[n:21][nH:22][c:23]([CH3:25])[cH:24]3)[n:8][c:9]([Cl:28])[c:10]2[cH:11][c:12]1[O:13][CH2:14][CH2:15][O:16][CH3:17].